From a dataset of the Open Reaction Database (ORD), a public repository of structured organic reaction records. describe an organic reaction: reactants, conditions, products, and yield Starting materials: ClC1=CC(=C(C=C1C(F)(F)F)NC(C)=O)[N+](=O)[O-] (N-(4-chloro-2-nitro-5-trifluoromethyl-phenyl)-acetamide), Boc-anhydride, [OH-].[NH4+] (ammonium hydroxide). Yields the product C(C)(C)(C)OC(NC1=C(C=C(C(=C1)C(F)(F)F)Cl)[N+](=O)[O-])=O ((4-Chloro-2-nitro-5-trifluoromethyl-phenyl)-carbamic acid tert-butyl ester). Reaction SMILES: [Cl:1][C:2]1[C:7]([C:8]([F:11])([F:10])[F:9])=[CH:6][C:5]([NH:12][C:13](=[O:15])C)=[C:4]([N+:16]([O-:18])=[O:17])[CH:3]=1.[OH-:19].[NH4+]>>[C:7]([O:15][C:13](=[O:19])[NH:12][C:5]1[CH:6]=[C:7]([C:8]([F:11])([F:10])[F:9])[C:2]([Cl:1])=[CH:3][C:4]=1[N+:16]([O-:18])=[O:17])([CH3:8])([CH3:2])[CH3:6] |f:1.2|. Reported procedure: Reaction of N-(4-chloro-2-nitro-5-trifluoromethyl-phenyl)-acetamide [CAS 157554-77-3] (4.02 g, 14.2 mmol) with Boc-anhydride (3.26 g, 14.9 mmol) according to the general procedure A (method c) and subsequent reaction with ammonium hydroxide (25%; 4.38 ml, 28.4 mmol) gave after aqueous work up and purification by column chromatography on silica gel (hexane/ethyl acetate 4:1) (4-chloro-2-nitro-5-trifluoromethyl-phenyl)-carbamic acid tert-butyl ester (3.39 g, 70%) as an orange oil. The reactants are C(C)(=O)OC1=C(C=C(C=CC(=O)Cl)C=C1)OC (4-acetoxy-3-methoxycinnamoyl chloride), N1CCC(CC1)C(=O)O (4-piperidinecarboxylic acid), C([O-])([O-])=O.[K+].[K+] (potassium carbonate), Cl (hydrochloric acid). Run in C(C)(=O)OCC (ethyl acetate). Conditions: time 4 hour. Product: OC1=C(C=C(C=CC(=O)N2CCC(CC2)C(=O)O)C=C1)OC (1-(4-hydroxy-3-methoxycinnamoyl)piperidine-4-carboxylic acid). Yield: 55.6%. RXN SMILES: C([O:4][C:5]1[CH:15]=[CH:14][C:8]([CH:9]=[CH:10][C:11](Cl)=[O:12])=[CH:7][C:6]=1[O:16][CH3:17])(=O)C.[NH:18]1[CH2:23][CH2:22][CH:21]([C:24]([OH:26])=[O:25])[CH2:20][CH2:19]1.C(=O)([O-])[O-].[K+].[K+].Cl>C(OCC)(=O)C>[OH:4][C:5]1[CH:15]=[CH:14][C:8]([CH:9]=[CH:10][C:11]([N:18]2[CH2:23][CH2:22][CH:21]([C:24]([OH:26])=[O:25])[CH2:20][CH2:19]2)=[O:12])=[CH:7][C:6]=1[O:16][CH3:17] |f:2.3.4|. Procedure: 8.1 g of 4-acetoxy-3-methoxycinnamoyl chloride and 15 g of 4-piperidinecarboxylic acid were added to 200 ml of saturated aqueous potassium carbonate. The solution was stirred for 4 hours at room temperature. After reaction, 2N hydrochloric acid was added to the reaction solution, acidifying the solution. 50 ml of ethyl acetate was added to the solution, and the solution was stirred for 1 hour. The crystal precipitated was filtered out and recrystallized from ethyl acetate/hexane, yielding 5.4 g ... Starting materials: CCn1c(=O)c2[nH]c(-c3cccc(S(=O)(=O)O)c3)nc2n(CC)c1=O, CN(C)CCN, [K], CN(C)C=O, O=S(Cl)Cl. The product is CCn1c(=O)c2[nH]c(-c3cccc(S(=O)(=O)NCCN(C)C)c3)nc2n(CC)c1=O. As a reaction SMILES: [CH2:2]([CH3:3])[n:4]1[c:5](=[O:26])[n:6]([CH2:24][CH3:25])[c:7]2[n:8][c:9](-[c:14]3[cH:15][c:16]([S:20](=[O:21])(=[O:22])[OH:23])[cH:17][cH:18][cH:19]3)[nH:10][c:11]2[c:12]1=[O:13].[CH3:31][N:32]([CH2:33][CH2:34][NH2:35])[CH3:36].[K:1].[O:37]=[CH:38][N:39]([CH3:40])[CH3:41].[S:27]([Cl:28])([Cl:29])=[O:30]>>[CH2:2]([CH3:3])[n:4]1[c:5](=[O:26])[n:6]([CH2:24][CH3:25])[c:7]2[n:8][c:9](-[c:14]3[cH:15][c:16]([S:20](=[O:22])(=[O:23])[NH:35][CH2:34][CH2:33][N:32]([CH3:31])[CH3:36])[cH:17][cH:18][cH:19]3)[nH:10][c:11]2[c:12]1=[O:13].